This data is from the Open Reaction Database (ORD), a public repository of structured organic reaction records. The task is: describe an organic reaction: reactants, conditions, products, and yield Reactants: CN(C)c1ccccc1, [K+], [K+], O=C([O-])[O-], COC(=O)Cc1c(C)nc(Cc2ccc([N+](=O)[O-])cc2)nc1O, O=P(Cl)(Cl)Cl. The product is COC(=O)Cc1c(C)nc(Cc2ccc([N+](=O)[O-])cc2)nc1Cl. RXN SMILES: [CH3:24][N:25]([c:26]1[cH:27][cH:28][cH:29][cH:30][cH:31]1)[CH3:32].[K+:38].[K+:39].[O-:40][C:41]([O-:42])=[O:43].[OH:1][c:2]1[n:3][c:4]([CH2:14][c:15]2[cH:16][cH:17][c:18]([N+:21](=[O:22])[O-:23])[cH:19][cH:20]2)[n:5][c:6]([CH3:13])[c:7]1[CH2:8][C:9](=[O:10])[O:11][CH3:12].[P:33]([Cl:34])([Cl:35])([Cl:36])=[O:37]>>[c:2]1([Cl:35])[n:3][c:4]([CH2:14][c:15]2[cH:16][cH:17][c:18]([N+:21](=[O:22])[O-:23])[cH:19][cH:20]2)[n:5][c:6]([CH3:13])[c:7]1[CH2:8][C:9](=[O:10])[O:11][CH3:12]. Starting materials: CC(=O)O, CO, CCOC(=O)c1ncc2c(ccn2Cc2ccc(F)cc2)c1CCCO, NO, [Na+], [OH-]. The product is O=C(NO)c1ncc2c(ccn2Cc2ccc(F)cc2)c1CCCO. As a reaction SMILES: [CH3:31][C:32](=[O:33])[OH:34].[CH3:35][OH:36].[F:1][c:2]1[cH:3][cH:4][c:5]([CH2:6][n:7]2[cH:8][cH:9][c:10]3[c:11]2[cH:12][n:13][c:14]([C:20](=[O:21])[O:22][CH2:23][CH3:24])[c:15]3[CH2:16][CH2:17][CH2:18][OH:19])[cH:25][cH:26]1.[NH2:29][OH:30].[Na+:28].[OH-:27]>>[F:1][c:2]1[cH:3][cH:4][c:5]([CH2:6][n:7]2[cH:8][cH:9][c:10]3[c:11]2[cH:12][n:13][c:14]([C:20](=[O:21])[NH:29][OH:27])[c:15]3[CH2:16][CH2:17][CH2:18][OH:19])[cH:25][cH:26]1. Reaction SMILES: [Br:1][C:2]1[CH:3]=[CH:4][C:5]([OH:10])=[C:6]([CH:9]=1)[CH:7]=O.C(=O)([O-])[O-].[K+].[K+].[CH3:17][C:18](=[O:21])[CH:19]=[CH2:20]>CC(=O)CC>[C:18]([C:19]1[CH2:20][O:10][C:5]2[C:6]([CH:7]=1)=[CH:9][C:2]([Br:1])=[CH:3][CH:4]=2)(=[O:21])[CH3:17] |f:1.2.3|. The yield is 58.0%. Product: C(C)(=O)C=1COC2=CC=C(C=C2C1)Br (3-Acetyl-6-bromo-2H-chromene). The reactants are CC(C=C)=O (but-3-en-2-one), C([O-])([O-])=O.[K+].[K+] (potassium carbonate), BrC=1C=CC(=C(C=O)C1)O (5-bromo-2-hydroxybenzaldehyde), C([O-])([O-])=O.[K+].[K+] (potassium carbonate). Procedure details: A heterogeneous solution of 100 g (497 mmol) of 5-bromo-2-hydroxybenzaldehyde and 13.8 g (10 mmol) of potassium carbonate (previously finely ground and dried at 90° C.) in 220 ml of butan-2-one is brought to reflux. A solution of 35.31 g (i.e. 42 ml, 497 mmol) of but-3-en-2-one in 40 ml of butan-2-one is then added dropwise over a period of from 15 to 20 minutes. After 4 hours' refluxing, 13.8 g (10 mmol) of potassium carbonate are added. The mixture is refluxed for 16 hours. When the reaction m... Solvent: CC(CC)=O (butan-2-one), CC(CC)=O (butan-2-one). Reactants: ClC=1C(=NC(=CC1)C(F)(F)F)C#N (3-chloro-6-(trifluoromethyl)picolinonitrile), C(C)O (ethanol), NN.O (NH2NH2.H2O). Run at temperature 90 celsius, time 8 hour. The product is FC(C=1C=C2C(=NNC2=CC1)N)(F)F (5-(trifluoromethyl)-1H-indazol-3-amine). Reaction SMILES: Cl[C:2]1[C:3]([C:12]#[N:13])=N[C:5]([C:8]([F:11])([F:10])[F:9])=[CH:6][CH:7]=1.[NH2:14][NH2:15].O.[CH2:17](O)C>>[F:9][C:8]([F:11])([F:10])[C:5]1[CH:17]=[C:3]2[C:2](=[CH:7][CH:6]=1)[NH:15][N:14]=[C:12]2[NH2:13] |f:1.2|. Reported procedure: Into a 50 mL round-bottom flask, was placed a solution of 3-chloro-6-(trifluoromethyl)picolinonitrile (as prepared in the previous step, 200 mg, 0.97 mmol, 1.00 equiv) in ethanol (15 mL) and NH2NH2.H2O (145 mg, 2.90 mmol, 3.00 equiv). The reaction mixture was stirred overnight at 90° C. The resulting mixture was concentrated under vacuum and purified by silica gel column chromatography with dichloromethane/methanol (100:1) to give 5-(trifluoromethyl)-1H-indazol-3-amine as a yellow solid. LC-MS-(... Starting materials: FC1=C(C=CC=C1)C1=CC=C(C=C1)C(/C=C/C(=O)O)=O (4-(2'-fluoro-4-biphenylyl)-4-oxo-crotonic acid), S([O-])(O)=O.[Na+] (sodium bisulfite), I (hydroiodic acid), O (water). The solvent is C(C)(=O)O (acetic acid). Product: FC1=C(C=CC=C1)C1=CC=C(C=C1)CCCC(=O)O (4-(2'-Fluoro-4-biphenylyl)-butyric acid). Reaction SMILES: [F:1][C:2]1[CH:7]=[CH:6][CH:5]=[CH:4][C:3]=1[C:8]1[CH:13]=[CH:12][C:11]([C:14](=O)/[CH:15]=[CH:16]/[C:17]([OH:19])=[O:18])=[CH:10][CH:9]=1.I.O.S(=O)(O)[O-].[Na+]>C(O)(=O)C>[F:1][C:2]1[CH:7]=[CH:6][CH:5]=[CH:4][C:3]=1[C:8]1[CH:13]=[CH:12][C:11]([CH2:14][CH2:15][CH2:16][C:17]([OH:19])=[O:18])=[CH:10][CH:9]=1 |f:3.4|. Procedure: 1.10 gm (0.004 mol) of 4-(2'-fluoro-4-biphenylyl)-4-oxo-crotonic acid were refluxed while stirring, in 10 ml of glacial acetic acid and 20 ml hydroiodic acid (d=2.00) for 12 hours. Subsequently, the solution was poured into 200 ml of water, the aqueous mixture was decolorized with sodium bisulfite, and extracted twice with 100 ml of ether each. The ether solution was washed with water and evaporated; the solid residue was refluxed with 150 ml of cyclohexane, the undissolved starting material was... Reactants: CC(=O)SC1CC(c2nc(COS(C)(=O)=O)cs2)N(C(=O)OCc2ccc([N+](=O)[O-])cc2)C1, CN(C)C=O, [N-]=[N+]=[N-], [Na+]. Yields the product CC(=O)SC1CC(c2nc(CN=[N+]=[N-])cs2)N(C(=O)OCc2ccc([N+](=O)[O-])cc2)C1. As a reaction SMILES: [C:1]([CH3:2])(=[O:3])[S:4][CH:5]1[CH2:6][CH:7]([c:23]2[s:24][cH:25][c:26]([CH2:28][O:29][S:30]([CH3:31])(=[O:32])=[O:33])[n:27]2)[N:8]([C:10](=[O:11])[O:12][CH2:13][c:14]2[cH:15][cH:16][c:17]([N+:20](=[O:21])[O-:22])[cH:18][cH:19]2)[CH2:9]1.[CH3:38][N:39]([CH3:40])[CH:41]=[O:42].[N-:35]=[N+:36]=[N-:37].[Na+:34]>>[C:1]([CH3:2])(=[O:3])[S:4][CH:5]1[CH2:6][CH:7]([c:23]2[s:24][cH:25][c:26]([CH2:28][N:35]=[N+:36]=[N-:37])[n:27]2)[N:8]([C:10](=[O:11])[O:12][CH2:13][c:14]2[cH:15][cH:16][c:17]([N+:20](=[O:21])[O-:22])[cH:18][cH:19]2)[CH2:9]1. Reactants: C1CCOC1, [Cl-], OCc1ccc(F)c(Cl)c1, [H-], [Na+], [Na+], Cc1ccc(S(=O)(=O)Cl)cc1. Product: Cc1ccc(S(=O)(=O)OCc2ccc(F)c(Cl)c2)cc1. As a reaction SMILES: [CH2:26]1[O:27][CH2:28][CH2:29][CH2:30]1.[Cl-:24].[Cl:3][c:4]1[cH:5][c:6]([CH2:7][OH:8])[cH:9][cH:10][c:11]1[F:12].[H-:1].[Na+:25].[Na+:2].[c:13]1([CH3:23])[cH:14][cH:15][c:16]([S:19](=[O:20])(=[O:21])[Cl:22])[cH:17][cH:18]1>>[Cl:3][c:4]1[cH:5][c:6]([CH2:7][O:8][S:19]([c:16]2[cH:15][cH:14][c:13]([CH3:23])[cH:18][cH:17]2)(=[O:20])=[O:21])[cH:9][cH:10][c:11]1[F:12]. Starting materials: NC1=CC=C(CN2C3=C(N([C@H]4[C@@H](C2=O)CCC4)C(CN4C(C=2C(C4=O)=CC=CC2)=O)=O)C=CC=C3)C=C1 ((3aR*,10aS*)-9-(4-aminobenzyl)-4-(phthalimidoacetyl)-2,3,3a,4,9,10a-hexahydrobenzo[b]cyclopenta[e][1,4]diazepin-10(1H)-one), C1(=CC=CC=C1)[C@H](C)N=C=O ((S)-1-phenylethyl isocyanate). The solvent is C(C)(=O)OCC.C(C)OCC (ethyl acetate diethyl ether). The product is C1(=CC=CC=C1)[C@H](C)NC(NC1=CC=C(CN2C3=C(N([C@H]4[C@@H](C2=O)CCC4)C(CN4C(C=2C(C4=O)=CC=CC2)=O)=O)C=CC=C3)C=C1)=O ((3aR*,10aS*)-9-[4-[3-((S)-1-Phenylethyl)ureido]-benzyl]-4-(phthalimidoacetyl)-2,3,3a,4,9,10a-hexahydrobenzo[b]cyclopenta[e][1,4]diazepin-10(1H)-one). The yield is 53.0%. Reaction SMILES: [NH2:1][C:2]1[CH:37]=[CH:36][C:5]([CH2:6][N:7]2[C:13](=[O:14])[C@H:12]3[CH2:15][CH2:16][CH2:17][C@H:11]3[N:10]([C:18](=[O:31])[CH2:19][N:20]3[C:24](=[O:25])[C:23]4=[CH:26][CH:27]=[CH:28][CH:29]=[C:22]4[C:21]3=[O:30])[C:9]3[CH:32]=[CH:33][CH:34]=[CH:35][C:8]2=3)=[CH:4][CH:3]=1.[C:38]1([C@@H:44]([N:46]=[C:47]=[O:48])[CH3:45])[CH:43]=[CH:42][CH:41]=[CH:40][CH:39]=1>C(OCC)(=O)C.C(OCC)C>[C:38]1([C@@H:44]([NH:46][C:47](=[O:48])[NH:1][C:2]2[CH:3]=[CH:4][C:5]([CH2:6][N:7]3[C:13](=[O:14])[C@H:12]4[CH2:15][CH2:16][CH2:17][C@H:11]4[N:10]([C:18](=[O:31])[CH2:19][N:20]4[C:21](=[O:30])[C:22]5=[CH:29][CH:28]=[CH:27][CH:26]=[C:23]5[C:24]4=[O:25])[C:9]4[CH:32]=[CH:33][CH:34]=[CH:35][C:8]3=4)=[CH:36][CH:37]=2)[CH3:45])[CH:43]=[CH:42][CH:41]=[CH:40][CH:39]=1 |f:2.3|. Reported procedure: Using (3aR*,10aS*)-9-(4-aminobenzyl)-4-(phthalimidoacetyl)-2,3,3a,4,9,10a-hexahydrobenzo[b]cyclopenta[e][1,4]diazepin-10(1H)-one and (S)-1-phenylethyl isocyanate, the title compound was synthesized in otherwise the same manner as Example 26. Yield 53%, m.p. 156°-160° C. (ethyl acetate-diethyl ether). The reactants are C(C1=CC=CC=C1)(=O)C1=C(C=C(O)C(=C1)C(C1=CC=CC=C1)=O)O (4,6-dibenzoylresorcinol), C(C=C)Cl (allyl chloride), [OH-].[Na+] (NaOH). Yield: 67.0%. Reported procedure: A round bottomed flask equipped with a reflux condenser and magnetic stirrer was charged with 6.36 g (20 mmol) of 4,6-dibenzoylresorcinol, as prepared in Example 1, and 22 ml of 1.0N aqueous NaOH. 63 mg of tetrabutylammonium bromide and 10.0 ml of allyl chloride were added to produce a reaction mixture. The reaction mixture was stirred vigorously and heated at reflux for about 5 hours. Excess allyl chloride was distilled and recovered and 1 ml of 5% aqueous HCl was added to neutralize any excess... As a reaction SMILES: [C:1]([C:9]1[CH:15]=[C:14]([C:16](=[O:23])[C:17]2[CH:22]=[CH:21][CH:20]=[CH:19][CH:18]=2)[C:12]([OH:13])=[CH:11][C:10]=1[OH:24])(=[O:8])[C:2]1[CH:7]=[CH:6][CH:5]=[CH:4][CH:3]=1.[OH-].[Na+].[CH2:27](Cl)[CH:28]=[CH2:29]>[Br-].C([N+](CCCC)(CCCC)CCCC)CCC>[CH2:29]([C:11]1[C:12]([OH:13])=[C:14]([C:16](=[O:23])[C:17]2[CH:18]=[CH:19][CH:20]=[CH:21][CH:22]=2)[CH:15]=[C:9]([C:1](=[O:8])[C:2]2[CH:7]=[CH:6][CH:5]=[CH:4][CH:3]=2)[C:10]=1[OH:24])[CH:28]=[CH2:27] |f:1.2,4.5|. Product: C(C=C)C1=C(O)C(=CC(=C1O)C(C1=CC=CC=C1)=O)C(C1=CC=CC=C1)=O (2-allyl-4,6-dibenzoylresorcinol). The reagents and catalysts are [Br-].C(CCC)[N+](CCCC)(CCCC)CCCC (tetrabutylammonium bromide).